From a dataset of the Open Reaction Database (ORD), a public repository of structured organic reaction records. describe an organic reaction: reactants, conditions, products, and yield The reactants are C(C)(C)(C)OC(N(C)C1=NC=C(C=C1F)C=1OC2=C(C1)C=C(C=C2)OC)=O ([3-fluoro-5-(5-methoxy-benzofuran-2-yl)-pyridin-2-yl]-methyl-carbamic acid tert-butyl ester), B(Br)(Br)Br (BBr3). The solvent is C(Cl)Cl (CH2Cl2). Run at time 14 hour. The product is FC=1C=C(C=NC1NC)C=1OC2=C(C1)C=C(C=C2)O (2-(5-fluoro-6-methylamino-pyridin-3-yl)-benzofuran-5-ol). Yield: 40.9%. Reaction SMILES: C(O[C:6](=O)[N:7]([C:9]1[C:14]([F:15])=[CH:13][C:12]([C:16]2[O:17][C:18]3[CH:24]=[CH:23][C:22]([O:25]C)=[CH:21][C:19]=3[CH:20]=2)=[CH:11][N:10]=1)C)(C)(C)C.B(Br)(Br)Br>C(Cl)Cl>[F:15][C:14]1[CH:13]=[C:12]([C:16]2[O:17][C:18]3[CH:24]=[CH:23][C:22]([OH:25])=[CH:21][C:19]=3[CH:20]=2)[CH:11]=[N:10][C:9]=1[NH:7][CH3:6]. Procedure: To a solution of [3-fluoro-5-(5-methoxy-benzofuran-2-yl)-pyridin-2-yl]-methyl-carbamic acid tert-butyl ester (130 mg, 0.35 mmol) in dry CH2Cl2 (400 mL), BBr3 (2.1 mL, 2.10 mmol) was added at −78° C. The reaction mixture was allowed to warm to room temperature and the stirring was continued for 14 hours. The reaction was then quenched by addition of saturated aqueous NaHCO3 and the product was extracted with EtOAc (3×30 mL). The combined extracts were dried over MgSO4 and concentrated in vacuo. T... Reactants: C[Si](OC=CCCC1=CC=C(C(=O)OC)C=C1)(C)C (methyl 4-(4-trimethylsilyloxy-3 -butenyl)benzoate), BrBr (bromine). Run in C(Cl)(Cl)(Cl)Cl (carbon tetrachloride), C(Cl)(Cl)(Cl)Cl (carbon tetrachloride). Yields the product BrC(C=O)CCC1=CC=C(C=C1)C(=O)OC (2-bromo-4-(4-carbomethoxyphenyl)butanal). Yield: 100.8%. Reaction SMILES: C[Si](C)(C)[O:3][CH:4]=[CH:5][CH2:6][CH2:7][C:8]1[CH:17]=[CH:16][C:11]([C:12]([O:14][CH3:15])=[O:13])=[CH:10][CH:9]=1.[Br:20]Br>C(Cl)(Cl)(Cl)Cl>[Br:20][CH:5]([CH2:6][CH2:7][C:8]1[CH:17]=[CH:16][C:11]([C:12]([O:14][CH3:15])=[O:13])=[CH:10][CH:9]=1)[CH:4]=[O:3]. Procedure details: To 4.46 g (16 mmol) of methyl 4-(4-trimethylsilyloxy-3 -butenyl)benzoate, prepared in Preparation 1, in 16 ml carbon tetrachloride at -20° C. was slowly added 2.56 g (16 mmol) of bromine in 16 ml carbon tetrachloride over 4 hours. The mixture was allowed to come to room temperature then decanted from a small amount of insoluble material. The solvent was removed by vacuum rotary evaporation to give 4.60 g of 2-bromo-4-(4-carbomethoxyphenyl)butanal. Chromatography purification (silica; hexane-ethy... Starting materials: ClCCl, CCN=C=NCCCN(C)C, CN(C)c1ccncc1, O=C(O)CC1CCCC1, Cl, Cl, CCn1cc(Cc2ccc(C(=O)OC)cc2OC)c2cc(N)ccc21. Yields the product CCn1cc(Cc2ccc(C(=O)OC)cc2OC)c2cc(NC(=O)CC3CCCC3)ccc21. Reaction SMILES: [CH2:57]([Cl:58])[Cl:59].[CH3:36][N:37]([CH3:38])[CH2:39][CH2:40][CH2:41][N:42]=[C:43]=[N:44][CH2:45][CH3:46].[CH3:48][N:49]([CH3:50])[c:51]1[cH:52][cH:53][n:54][cH:55][cH:56]1.[CH:26]1([CH2:31][C:32](=[O:33])[OH:34])[CH2:27][CH2:28][CH2:29][CH2:30]1.[ClH:35].[ClH:47].[NH2:1][c:2]1[cH:3][c:4]2[c:5]([CH2:13][c:14]3[c:15]([O:24][CH3:25])[cH:16][c:17]([C:18](=[O:19])[O:20][CH3:21])[cH:22][cH:23]3)[cH:6][n:7]([CH2:11][CH3:12])[c:8]2[cH:9][cH:10]1>>[NH:1]([c:2]1[cH:3][c:4]2[c:5]([CH2:13][c:14]3[c:15]([O:24][CH3:25])[cH:16][c:17]([C:18](=[O:19])[O:20][CH3:21])[cH:22][cH:23]3)[cH:6][n:7]([CH2:11][CH3:12])[c:8]2[cH:9][cH:10]1)[C:32]([CH2:31][CH:26]1[CH2:27][CH2:28][CH2:29][CH2:30]1)=[O:33]. The reactants are OCC1=CC=C(C=C1)B(O)O (4-(hydroxymethyl)phenylboronic acid), N12C[C@@H](C(CC1)CC2)NC(=O)C=2OC1=C(C2)C=CC(=C1)Br (N-[(3R)-1-azabicyclo[2.2.2]oct-3-yl]-6-bromo-1-benzofuran-2-carboxamide), [OH-].[Na+] (sodium hydroxide). Reagents/catalysts: C1=CC=C(C=C1)P([C-]2C=CC=C2)C3=CC=CC=C3.C1=CC=C(C=C1)P([C-]2C=CC=C2)C3=CC=CC=C3.Cl[Pd]Cl.[Fe+2] (1,1′-bis(diphenylphosphino)ferrocenepalladium(II) chloride). Run in CN(C)C=O (DMF). Conditions: temperature 82.5 celsius. The product is N12C[C@@H](C(CC1)CC2)NC(=O)C=2OC1=C(C2)C=CC(=C1)C1=CC=C(C=C1)CO (N-[(3R)-1-Azabicyclo[2.2.2]oct-3-yl]-6-[4-(hydroxymethyl)phenyl]-1-benzofuran-2-carboxamide). As a reaction SMILES: [OH:1][CH2:2][C:3]1[CH:8]=[CH:7][C:6](B(O)O)=[CH:5][CH:4]=1.[N:12]12[CH2:19][CH2:18][CH:15]([CH2:16][CH2:17]1)[C@@H:14]([NH:20][C:21]([C:23]1[O:24][C:25]3[CH:31]=[C:30](Br)[CH:29]=[CH:28][C:26]=3[CH:27]=1)=[O:22])[CH2:13]2.[OH-].[Na+]>C1C=CC(P(C2C=CC=CC=2)[C-]2C=CC=C2)=CC=1.C1C=CC(P(C2C=CC=CC=2)[C-]2C=CC=C2)=CC=1.Cl[Pd]Cl.[Fe+2].CN(C=O)C>[N:12]12[CH2:17][CH2:16][CH:15]([CH2:18][CH2:19]1)[C@@H:14]([NH:20][C:21]([C:23]1[O:24][C:25]3[CH:31]=[C:30]([C:6]4[CH:7]=[CH:8][C:3]([CH2:2][OH:1])=[CH:4][CH:5]=4)[CH:29]=[CH:28][C:26]=3[CH:27]=1)=[O:22])[CH2:13]2 |f:2.3,4.5.6.7|. Procedure details: A mixture of 130 mg (0.86 mmol) of 4-(hydroxymethyl)phenylboronic acid, 200 mg (0.57 mmol) of N-[(3R)-1-azabicyclo[2.2.2]oct-3-yl]-6-bromo-1-benzofuran-2-carboxamide (Example 2A), 1.72 ml (1.72 mmol) of 1N sodium hydroxide solution, 40 mg (0.06 mmol) of 1,1′-bis(diphenylphosphino)ferrocenepalladium(II) chloride and 2 ml of DMF is heated at 80-85° C. for 18 h. The solvent is removed under reduced pressure. The crude product is purified on silica gel 60 (Merck, Darmstadt; eluent: dichloromethane, ... The product is C(C)(C)(C)OC(=O)N1C[C@H]2CC3=CC(=C(N=C3N2[C@@H](C1)C)CBr)Br ((4R,9aR)-7-Bromo-6-bromomethyl-4-methyl-3,4,9,9a-tetrahydro-1H-2,4a,5-triaza-fluorene-2-carboxylic acid tert-butyl ester). Reactants: C(C)(C)(C)OC(=O)N1C[C@H]2CC3=CC(=C(N=C3N2[C@@H](C1)C)CO)Br ((4R,9aR)-7-Bromo-6-hydroxymethyl-4-methyl-3,4,9,9a-tetrahydro-1H-2,4a,5-triaza-fluorene-2-carboxylic acid tert-butyl ester), C1(=CC=CC=C1)P(C1=CC=CC=C1)C1=CC=CC=C1 (triphenylphosphine), C(Br)(Br)(Br)Br (carbontetrabromide). Reaction conditions: time 30 minute. As a reaction SMILES: [C:1]([O:5][C:6]([N:8]1[CH2:20][C@@H:19]([CH3:21])[N:18]2[C@H:10]([CH2:11][C:12]3[C:17]2=[N:16][C:15]([CH2:22]O)=[C:14]([Br:24])[CH:13]=3)[CH2:9]1)=[O:7])([CH3:4])([CH3:3])[CH3:2].C1(P(C2C=CC=CC=2)C2C=CC=CC=2)C=CC=CC=1.C(Br)(Br)(Br)[Br:45]>ClCCl>[C:1]([O:5][C:6]([N:8]1[CH2:20][C@@H:19]([CH3:21])[N:18]2[C@H:10]([CH2:11][C:12]3[C:17]2=[N:16][C:15]([CH2:22][Br:45])=[C:14]([Br:24])[CH:13]=3)[CH2:9]1)=[O:7])([CH3:4])([CH3:3])[CH3:2]. Solvent: ClCCl (dichloromethane). Procedure details: To a solution of 0.400 g (4R,9aR)-7-bromo-6-hydroxymethyl-4-methyl-3,4,9,9a-tetrahydro-1H-2,4a,5-triaza-fluorene-2-carboxylic acid tert-butyl ester (example 21 step 1) in 5 ml dichloromethane was added at room temperature 0.4 g triphenylphosphine and carbontetrabromide and the mixture was stirred at room temperature for 30 min. The red-orange solution was purified by chromatography on silica gel with heptane:ethyl acetate=1:1. The product fractions were collected and evaporated. The resulting oi... Reactants: O=C(O)c1cnc(OCCCCCO)c(Br)c1, NC1CCCCC1O. The product is O=C(NC1CCCCC1O)c1cnc(OCCCCCO)c(Br)c1. RXN SMILES: [Br:1][c:2]1[c:3]([O:11][CH2:12][CH2:13][CH2:14][CH2:15][CH2:16][OH:17])[n:4][cH:5][c:6]([C:7](=[O:8])[OH:9])[cH:10]1.[NH2:18][CH:19]1[CH:20]([OH:25])[CH2:21][CH2:22][CH2:23][CH2:24]1>>[Br:1][c:2]1[c:3]([O:11][CH2:12][CH2:13][CH2:14][CH2:15][CH2:16][OH:17])[n:4][cH:5][c:6]([C:7](=[O:9])[NH:18][CH:19]2[CH:20]([OH:25])[CH2:21][CH2:22][CH2:23][CH2:24]2)[cH:10]1. The reactants are CS(=O)(=O)Cl (methanesulfonyl chloride), NC1=C(C=CC=C1)C1=CC=2C3=C(C(NC2C=C1)=O)NC=C3.C(C)C(=O)[O-] (8-(2-aminophenyl)-4-oxo-4,5-dihydro-3H-pyrrolo[2,3-c]quinoline 1-ethyl carboxylate), O (water). Solvent: N1=CC=CC=C1 (pyridine). Conditions: time 4 hour. Yields the product CS(=O)(=O)NC1=C(C=CC=C1)C1=CC=2C3=C(C(NC2C=C1)=O)NC=C3.C(C)C(=O)[O-] (8-(2-methanesulfonylaminophenyl)-4-oxo-4,5-dihydro-3H-pyrrolo[2,3-c]quinoline 1-ethyl carboxylate). Yield: 25.8%. Reaction SMILES: [CH3:1][S:2](Cl)(=[O:4])=[O:3].[NH2:6][C:7]1[CH:12]=[CH:11][CH:10]=[CH:9][C:8]=1[C:13]1[CH:22]=[CH:21][C:20]2[NH:19][C:18](=[O:23])[C:17]3[NH:24][CH:25]=[CH:26][C:16]=3[C:15]=2[CH:14]=1.[CH2:27]([C:29]([O-:31])=[O:30])[CH3:28].O>N1C=CC=CC=1>[CH3:1][S:2]([NH:6][C:7]1[CH:12]=[CH:11][CH:10]=[CH:9][C:8]=1[C:13]1[CH:22]=[CH:21][C:20]2[NH:19][C:18](=[O:23])[C:17]3[NH:24][CH:25]=[CH:26][C:16]=3[C:15]=2[CH:14]=1)(=[O:4])=[O:3].[CH2:27]([C:29]([O-:31])=[O:30])[CH3:28] |f:1.2,5.6|. Procedure: 24 μL (0.3 mmol) of methanesulfonyl chloride is added to a solution of 70 mg (0.2 mmol) of 8-(2-aminophenyl)-4-oxo-4,5-dihydro-3H-pyrrolo[2,3-c]quinoline-1-ethyl carboxylate dissolved in 0.3 mL of anhydrous pyridine. The solution is stirred at room temperature for 4 hours then water is added. The compound is extracted with ethyl acetate. The organic phases are washed with an aqueous solution of copper sulfate, dried over magnesium sulfate, filtered and evaporated to give 22 mg (25%) of 8-(2-meth... Reactants: CCN(C(C)C)C(C)C (DIPEA), COC1=CC=C(C=C1)N (4-methoxybenzeneamine), CC1=C(C=C(C=C1)C(NC1=CC(=CC=C1)C(F)(F)F)=O)NC(=O)C1=CSC2=C1N=CN=C2S(=O)C (N-(2-methyl-5-(3-(trifluoromethyl)phenylcarbamoyl)phenyl)-4-(methylsulfinyl)thieno[3,2-d]pyrimidine-7-carboxamide). Run in C(C)(=O)OCC (ethyl acetate), O1CCOCC1 (dioxane). Reaction conditions: temperature 120 celsius, time 18 hour. The product is COC1=CC=C(C=C1)NC=1C2=C(N=CN1)C(=CS2)C(=O)NC2=C(C=CC(=C2)C(NC2=CC(=CC=C2)C(F)(F)F)=O)C (4-(4-Methoxyphenylamino)-N-(2-methyl-5-(3-(trifluoromethyl)phenylcarbamoyl)phenyl)thieno[3,2-d]pyrimidine-7-carboxamide). The yield is 80.8%. Reaction SMILES: [CH3:1][C:2]1[CH:7]=[CH:6][C:5]([C:8](=[O:20])[NH:9][C:10]2[CH:15]=[CH:14][CH:13]=[C:12]([C:16]([F:19])([F:18])[F:17])[CH:11]=2)=[CH:4][C:3]=1[NH:21][C:22]([C:24]1[C:28]2[N:29]=[CH:30][N:31]=[C:32](S(C)=O)[C:27]=2[S:26][CH:25]=1)=[O:23].CCN(C(C)C)C(C)C.[CH3:45][O:46][C:47]1[CH:52]=[CH:51][C:50]([NH2:53])=[CH:49][CH:48]=1>O1CCOCC1.C(OCC)(=O)C>[CH3:45][O:46][C:47]1[CH:52]=[CH:51][C:50]([NH:53][C:32]2[C:27]3[S:26][CH:25]=[C:24]([C:22]([NH:21][C:3]4[CH:4]=[C:5]([C:8](=[O:20])[NH:9][C:10]5[CH:15]=[CH:14][CH:13]=[C:12]([C:16]([F:18])([F:19])[F:17])[CH:11]=5)[CH:6]=[CH:7][C:2]=4[CH3:1])=[O:23])[C:28]=3[N:29]=[CH:30][N:31]=2)=[CH:49][CH:48]=1. Procedure details: N-(2-methyl-5-(3-(trifluoromethyl)phenylcarbamoyl)phenyl)-4-(methylsulfinyl)thieno[3,2-d]pyrimidine-7-carboxamide (30 mg, 0.060 mmol) was dissolved in dioxane (1 mL) and DIPEA (20 μL, 0.119 mmol) and 4-methoxybenzeneamine (37 mg, 0.298 mmol) were added thereto. The reaction mixture was stirred at 120° C. for 18 hours, cooled to room temperature, diluted with ethyl acetate and washed with a brine. The organic layer was dried with MgSO4, filtered and concentrated under reduced pressure. The result...